This data is from the Open Reaction Database (ORD), a public repository of structured organic reaction records. The task is: describe an organic reaction: reactants, conditions, products, and yield The reagents and catalysts are [Pd] (palladium on charcoal). As a reaction SMILES: [ClH:1].C([N:9]1[CH2:13][C:12](=[O:14])[NH:11][CH:10]1[CH2:15][CH2:16][C:17]([O:19][CH2:20][CH:21]([CH3:23])[CH3:22])=[O:18])C1C=CC=CC=1.[H][H]>[Pd].O.CO>[ClH:1].[O:14]=[C:12]1[NH:11][CH:10]([CH2:15][CH2:16][C:17]([O:19][CH2:20][CH:21]([CH3:23])[CH3:22])=[O:18])[NH:9][CH2:13]1 |f:0.1,4.5,6.7|. Yield: 87.2%. The product is Cl.O=C1CNC(N1)CCC(=O)OCC(C)C (Isobutyl 5-oxo-2-imidazolidinepropanoate hydrochloride). Procedure: To a mixture of 10% palladium on charcoal (1 g) and 99% formic acid (1 ml) in methanol (2ml), under nitrogen, was added a solution of isobutyl 3-benzyl-5-oxo-2-imidazolidinepropanoate hydrochloride (1 g, 2.93 mmol) and 99% formic acid (1.25 ml) in methanol (25 ml). The mixture was stirred under nitrogen for 6 hours. After addition of water (15 ml) and removal of the catalyst, the solvent was evaporated and the residue was triturated with ethanol to give 0.3 g (41%) of the title compound, m.p. 13... Run in O.CO (water methanol). The reactants are Cl.C(C1=CC=CC=C1)N1C(NC(C1)=O)CCC(=O)OCC(C)C (isobutyl 3-benzyl-5-oxo-2-imidazolidinepropanoate hydrochloride), [H][H] (hydrogen). Reactants: CC1=NC(=CC(=C1)NCCN)OCC(CC)C (N-[2-methyl-6-(2-methylbutoxy)-4-pyridyl]-ethane-1,2-diamine), FC(/C=C/C(=O)O)(C(F)F)F ((E)-4,4,5,5-tetrafluoropent-2-enoic acid), C(C(=O)Cl)(=O)Cl (oxalyl chloride), TEA. Solvent: CN(C)C=O (DMF), CN(C)C=O (DMF), C(C)(=O)OCC (ethyl acetate), C(Cl)Cl (DCM). Conditions: time 10 minute. Yields the product FC(/C=C/C(=O)NCCNC1=CC(=NC(=C1)OCC(CC)C)C)(C(F)F)F ((E)-4,4,5,5-tetrafluoro-N-[2-[[2-methyl-6-(2-methylbutoxy)-4-pyridyl]amino]ethyl]-pent-2-enamide). Yield: 39.0%. As a reaction SMILES: [F:1][C:2]([F:11])([CH:8]([F:10])[F:9])/[CH:3]=[CH:4]/[C:5]([OH:7])=O.C(Cl)(=O)C(Cl)=O.[CH3:18][C:19]1[CH:24]=[C:23]([NH:25][CH2:26][CH2:27][NH2:28])[CH:22]=[C:21]([O:29][CH2:30][CH:31]([CH3:34])[CH2:32][CH3:33])[N:20]=1>C(Cl)Cl.CN(C=O)C.C(OCC)(=O)C>[F:11][C:2]([F:1])([CH:8]([F:10])[F:9])/[CH:3]=[CH:4]/[C:5]([NH:28][CH2:27][CH2:26][NH:25][C:23]1[CH:22]=[C:21]([O:29][CH2:30][CH:31]([CH3:34])[CH2:32][CH3:33])[N:20]=[C:19]([CH3:18])[CH:24]=1)=[O:7]. Procedure details: (E)-4,4,5,5-tetrafluoropent-2-enoic acid (21 mg, 0.12 mmol) was dissolved in DCM (1 ml), oxalyl chloride was added (10 μl, 0.12 mmol) followed by a drop of DMF. The mixture was stirred for 10 minutes at room temperature. N-[2-methyl-6-(2-methylbutoxy)-4-pyridyl]-ethane-1,2-diamine (18 mg, 0.1 mmol) was dissolved in DMF (0.5 ml), the mixtures were combined, TEA (42 μl, 0.3 mmol) was added and the resulting mixture was stirred at room temperature for 1 hour. The mixture was diluted with ethyl acet... Product: C(C)(C)(C)C1=NC=2N(N=C1)C(=CN2)C2=CC(=C(C=C2)F)C=2C=NC=CC2 (3-tert-Butyl-7-[4-fluoro-3-(pyridin-3-yl)phenyl]imidazo[1,2-b][1,2,4]triazine). Procedure: This compound was prepared in 48% yield as described in the final paragraph of Example 2, step d, but using 7-bromo-3-tert-butylimidazo[1,2-b][1,2,4]triazine instead of 7-bromo-3-trifluoromethylimidazo[1,2-b][1,2,4]triazine, and using 3-[2-fluoro-5-(4,4,5,5-tetramethyl-[1,3,2]dioxaborolan-2-yl)phenyl]pyridine (prepared as described in Example 3, step f) instead of 2′-fluoro-5′-(4,4,5,5-tetramethyl-[1,3,2]dioxaborolan-2-yl)biphenyl-2-carbonitrile: 1H NMR (360 MHz, CDCl3) δ 1.50 (9H, s), 7.34 (1H,... Reactants: BrC1=CN=C2N1N=CC(=N2)C(C)(C)C (7-bromo-3-tert-butylimidazo[1,2-b][1,2,4]triazine), FC1=C(C=C(C=C1)B1OC(C(O1)(C)C)(C)C)C=1C=NC=CC1 (3-[2-fluoro-5-(4,4,5,5-tetramethyl-[1,3,2]dioxaborolan-2-yl)phenyl]pyridine). RXN SMILES: Br[C:2]1[N:6]2[N:7]=[CH:8][C:9]([C:11]([CH3:14])([CH3:13])[CH3:12])=[N:10][C:5]2=[N:4][CH:3]=1.[F:15][C:16]1[CH:21]=[CH:20][C:19](B2OC(C)(C)C(C)(C)O2)=[CH:18][C:17]=1[C:31]1[CH:32]=[N:33][CH:34]=[CH:35][CH:36]=1>>[C:11]([C:9]1[CH:8]=[N:7][N:6]2[C:2]([C:19]3[CH:20]=[CH:21][C:16]([F:15])=[C:17]([C:31]4[CH:32]=[N:33][CH:34]=[CH:35][CH:36]=4)[CH:18]=3)=[CH:3][N:4]=[C:5]2[N:10]=1)([CH3:14])([CH3:13])[CH3:12]. Isolated yield 48.0%. The reactants are COC(C1=C(C=CC=C1C)I)=O (2-iodo-6-methyl-benzoic acid methyl ester), BrNC(CCC(=O)N)=O (N-bromosuccinamide), C(C1=CC=CC=C1)(=O)OOC(C1=CC=CC=C1)=O (benzoyl peroxide). Solvent: C(Cl)(Cl)(Cl)Cl (carbon tetrachloride). Yields the product COC(C1=C(C=CC=C1I)CBr)=O (2-bromomethyl-6-iodo-benzoic acid methyl ester). Reaction SMILES: [CH3:1][O:2][C:3](=[O:12])[C:4]1[C:9]([CH3:10])=[CH:8][CH:7]=[CH:6][C:5]=1[I:11].[Br:13]NC(=O)CCC(N)=O.C(OOC(=O)C1C=CC=CC=1)(=O)C1C=CC=CC=1>C(Cl)(Cl)(Cl)Cl>[CH3:1][O:2][C:3](=[O:12])[C:4]1[C:5]([I:11])=[CH:6][CH:7]=[CH:8][C:9]=1[CH2:10][Br:13]. Procedure: A mixture of 2-iodo-6-methyl-benzoic acid methyl ester (3.59 g, 13 mmol), N-bromosuccinamide (2.3 g, 13 mmol), and benzoyl peroxide (0.056 g, 0.21 mmol) in carbon tetrachloride (20 mL) was heated at reflux until the starting materials were mostly consumed. Workup afforded 2-bromomethyl-6-iodo-benzoic acid methyl ester. The material was used without further purification. Starting materials: CC(C)=O, COS(=O)(=O)OC, [Na+], [Na+], O=C([O-])[O-], O=c1cc(O)cc(C(F)(F)F)o1. The product is COc1cc(C(F)(F)F)oc(=O)c1. Reaction SMILES: [CH3:26][C:27](=[O:28])[CH3:29].[CH3:7][O:8][S:9]([O:10][CH3:11])(=[O:12])=[O:13].[Na+:1].[Na+:2].[O-:3][C:4](=[O:5])[O-:6].[OH:14][c:15]1[cH:16][c:17](=[O:25])[o:18][c:19]([C:21]([F:22])([F:23])[F:24])[cH:20]1>>[CH3:4][O:14][c:15]1[cH:16][c:17](=[O:25])[o:18][c:19]([C:21]([F:22])([F:23])[F:24])[cH:20]1. Starting materials: ClCCl, Cn1ccnc1, COCCOC, O=[N+]([O-])C=C1NCCCS1, O=C(Cl)c1ccc([N+](=O)[O-])cc1. Yields the product O=C(C(=C1NCCCS1)[N+](=O)[O-])c1ccc([N+](=O)[O-])cc1. Reaction SMILES: [CH2:35]([Cl:36])[Cl:37].[CH3:13][n:14]1[cH:15][cH:16][n:17][cH:18]1.[CH3:29][O:30][CH2:31][CH2:32][O:33][CH3:34].[N+:19](=[O:20])([O-:21])[CH:22]=[C:23]1[S:24][CH2:25][CH2:26][CH2:27][NH:28]1.[N+:1](=[O:2])([O-:3])[c:4]1[cH:5][cH:6][c:7]([C:8](=[O:9])[Cl:10])[cH:11][cH:12]1>>[N+:1](=[O:2])([O-:3])[c:4]1[cH:5][cH:6][c:7]([C:8](=[O:9])[C:22]([N+:19](=[O:20])[O-:21])=[C:23]2[S:24][CH2:25][CH2:26][CH2:27][NH:28]2)[cH:11][cH:12]1. The reactants are Cc1nc2cccc(C(F)(F)F)c2nc1O, [NH4+], [OH-], O=P(Cl)(Cl)Cl. Yields the product Cc1nc2cccc(C(F)(F)F)c2nc1Cl. As a reaction SMILES: [CH3:1][c:2]1[c:3]([OH:16])[n:4][c:5]2[c:6]([C:12]([F:13])([F:14])[F:15])[cH:7][cH:8][cH:9][c:10]2[n:11]1.[NH4+:23].[OH-:22].[P:17]([Cl:18])([Cl:19])([Cl:20])=[O:21]>>[CH3:1][c:2]1[c:3]([Cl:19])[n:4][c:5]2[c:6]([C:12]([F:13])([F:14])[F:15])[cH:7][cH:8][cH:9][c:10]2[n:11]1. The reactants are NC=1N=C(C2=C(N1)N=CC(=C2)C#CC2=CC=C(C=C2)C(=O)OC(C)(C)C)O (2-amino-4-hydroxy6-(4-tert.-butoxycarbonylphenylethynyl)pyrido[2,3-d]pyrimidine), [N+](=O)([O-])C (nitromethane), Cl (hydrogen chloride). The solvent is CCOCC (ether). Run at time 1 hour. Product: NC=1N=C(C2=C(N1)N=CC(=C2)C#CC2=CC=C(C=C2)C(=O)O)O (2-amino4-hydroxy-6-(4-carboxyphenylethynyl)pyrido[2,3-d]pyrimidine). Yield: 96.0%. As a reaction SMILES: [NH2:1][C:2]1[N:3]=[C:4]([OH:27])[C:5]2[CH:11]=[C:10]([C:12]#[C:13][C:14]3[CH:19]=[CH:18][C:17]([C:20]([O:22]C(C)(C)C)=[O:21])=[CH:16][CH:15]=3)[CH:9]=[N:8][C:6]=2[N:7]=1.[N+](C)([O-])=O.Cl>CCOCC>[NH2:1][C:2]1[N:3]=[C:4]([OH:27])[C:5]2[CH:11]=[C:10]([C:12]#[C:13][C:14]3[CH:19]=[CH:18][C:17]([C:20]([OH:22])=[O:21])=[CH:16][CH:15]=3)[CH:9]=[N:8][C:6]=2[N:7]=1. Procedure: Thirty-four milligrams of 2-amino-4-hydroxy6-(4-tert.-butoxycarbonylphenylethynyl)pyrido[2,3-d]pyrimidine is added to 15 ml of nitromethane which has been saturated with hydrogen chloride gas at 0° C. The mixture is stirred for 1 hour. Anhydrous ether is added and the solid filtered to give 27.6 mg (62%) of 2-amino4-hydroxy-6-(4-carboxyphenylethynyl)pyrido[2,3-d]pyrimidine as a pale yellowish solid: m.p. >260° C.; NMR (DMSO-d6, 80 MHz) delta 7.71 (d, 2H, J=8.4 Hz), 8.00 (d, 2H, J=8 4 Hz), 8.40 (... Starting materials: NCc1cc(Br)ccc1F, COC(=O)C(OC)OC, CO, CCN(C(C)C)C(C)C, Cl. Product: COC(OC)C(=O)NCc1cc(Br)ccc1F. As a reaction SMILES: [Br:2][c:3]1[cH:4][cH:5][c:6]([F:11])[c:7]([CH2:8][NH2:9])[cH:10]1.[CH3:12][O:13][CH:14]([C:15](=[O:16])[O:17][CH3:18])[O:19][CH3:20].[CH3:30][OH:31].[CH:21]([N:22]([CH2:23][CH3:24])[CH:25]([CH3:26])[CH3:27])([CH3:28])[CH3:29].[ClH:1]>>[Br:2][c:3]1[cH:4][cH:5][c:6]([F:11])[c:7]([CH2:8][NH:9][C:15]([CH:14]([O:13][CH3:12])[O:19][CH3:20])=[O:16])[cH:10]1.